Dataset: the Open Reaction Database (ORD), a public repository of structured organic reaction records. Task: describe an organic reaction: reactants, conditions, products, and yield Reactants: COC(C(C)C1=CC=C(C=C1)OCCSCCCCCCCCCCCC)=O (2-[4-[2-(dodecylthio)ethoxy]phenyl]propanoic acid methyl ester), C(C)O (ethanol), [OH-].[K+] (potassium hydroxide). Solvent: O (water). Reaction conditions: temperature 55 celsius, time 1 hour. The product is C(CCCCCCCCCCC)SCCOC1=CC=C(C=C1)CCC(=O)O (3-[4-[2-(dodecylthio)ethoxy]phenyl]propanoic acid). The yield is 78.0%. As a reaction SMILES: COC(=O)[CH:4]([C:6]1[CH:11]=[CH:10][C:9]([O:12][CH2:13][CH2:14][S:15][CH2:16][CH2:17][CH2:18][CH2:19][CH2:20][CH2:21][CH2:22][CH2:23][CH2:24][CH2:25][CH2:26][CH3:27])=[CH:8][CH:7]=1)[CH3:5].[OH-:29].[K+].[CH2:31]([OH:33])C>O>[CH2:16]([S:15][CH2:14][CH2:13][O:12][C:9]1[CH:8]=[CH:7][C:6]([CH2:4][CH2:5][C:31]([OH:33])=[O:29])=[CH:11][CH:10]=1)[CH2:17][CH2:18][CH2:19][CH2:20][CH2:21][CH2:22][CH2:23][CH2:24][CH2:25][CH2:26][CH3:27] |f:1.2|. Reported procedure: A suspension of 2-[4-[2-(dodecylthio)ethoxy]phenyl]propanoic acid methyl ester (4.70 g, 11.5 mmol) in 80% ethanol (100 ml) was treated with a solution of potassium hydroxide (1.33 g, 20.1 mmol) in water (10 ml) and the mixture was stirred at 55° C. for 1 h. The solvent was then concentrated in vacuo and the residue was diluted with water (100 ml) and dichloromethane (250 ml). The solution was then adjusted to pH 2 with diluted hydrochloric acid and the aqueous phase was extracted a second time w... Starting materials: [Cl-].CN(C1=CC=C(C=N[N+]2=C(N(C=C2)N=CC2=CC=C(C=C2)N(C)C)C)C=C1)C (1,3-bis[[p-(dimethylamino)benzylidene]amino]-2-methylimidazolium chloride), C(C)OC(N(C)C)OCC (N,N-dimethylformamide diethyl acetal). Run in C(CC)O (1-propanol). The product is [Cl-].CN(C1=CC=C(C=N[N+]2=C(N(C=C2)N=CC2=CC=C(C=C2)N(C)C)C=CN(C)C)C=C1)C (1,3-bis[[p-(dimethylamino)benzylidene]amino]-2-[2-(dimethylamino)vinyl]imidazolium chloride). RXN SMILES: [Cl-:1].[CH3:2][N:3]([CH3:29])[C:4]1[CH:28]=[CH:27][C:7]([CH:8]=[N:9][N+:10]2[CH:14]=[CH:13][N:12]([N:15]=[CH:16][C:17]3[CH:22]=[CH:21][C:20]([N:23]([CH3:25])[CH3:24])=[CH:19][CH:18]=3)[C:11]=2[CH3:26])=[CH:6][CH:5]=1.C(O[CH:33](OCC)[N:34]([CH3:36])[CH3:35])C>C(O)CC>[Cl-:1].[CH3:25][N:23]([CH3:24])[C:20]1[CH:21]=[CH:22][C:17]([CH:16]=[N:15][N+:12]2[CH:13]=[CH:14][N:10]([N:9]=[CH:8][C:7]3[CH:6]=[CH:5][C:4]([N:3]([CH3:2])[CH3:29])=[CH:28][CH:27]=3)[C:11]=2[CH:26]=[CH:33][N:34]([CH3:36])[CH3:35])=[CH:18][CH:19]=1 |f:0.1,4.5|. Procedure: 2.05 g of 1,3-bis[[p-(dimethylamino)benzylidene]amino]-2-methylimidazolium chloride and 7.35 g of N,N-dimethylformamide diethyl acetal are stirred at 100° for 45 minutes in 150 ml of 1-propanol. The product is precipitated by the addition of ether. The precipitate is crystallized from dichloromethane/methanol and recrystallized from ethanol. There is obtained 1,3-bis[[p-(dimethylamino)benzylidene]amino]-2-[2-(dimethylamino)vinyl]imidazolium chloride of melting point 246°-248°. The reactants are C(C)OC1=CC=C(C=C1)NC(SC)=S (methyl 4-ethoxyphenyldithiocarbamate), NC=1C=C(C(=O)N(CC)CC)C=CC1NCCC(C)C (3-amino-N,N-diethyl-4-(isopentylamino)benzamide), CO (MeOH). The reagents and catalysts are [Hg]=O (mercury(II) oxide), [Hg]=O (mercury(II) oxide). Solvent: CN(C)C=O (DMF), CN(C)C=O (DMF), C(Cl)Cl (CH2Cl2). Conditions: time 5.5 hour. Yields the product C(C)OC1=CC=C(NC2=NC3=C(N2CCC(C)C)C=CC(=C3)C(=O)N(CC)CC)C=C1 (2-(4-Ethoxyanilino)-N,N-diethyl-1-isopentyl-1H-benzimidazole-5-carboxamide). Yield: 56.6%. As a reaction SMILES: [CH2:1]([O:3][C:4]1[CH:9]=[CH:8][C:7]([NH:10][C:11](=S)SC)=[CH:6][CH:5]=1)[CH3:2].[NH2:15][C:16]1[CH:17]=[C:18]([CH:26]=[CH:27][C:28]=1[NH:29][CH2:30][CH2:31][CH:32]([CH3:34])[CH3:33])[C:19]([N:21]([CH2:24][CH3:25])[CH2:22][CH3:23])=[O:20].CO>CN(C=O)C.C(Cl)Cl.[Hg]=O>[CH2:1]([O:3][C:4]1[CH:9]=[CH:8][C:7]([NH:10][C:11]2[N:29]([CH2:30][CH2:31][CH:32]([CH3:34])[CH3:33])[C:28]3[CH:27]=[CH:26][C:18]([C:19]([N:21]([CH2:24][CH3:25])[CH2:22][CH3:23])=[O:20])=[CH:17][C:16]=3[N:15]=2)=[CH:6][CH:5]=1)[CH3:2]. Procedure details: A solution of methyl 4-ethoxyphenyldithiocarbamate (0.0274 g, 0.121 mmol) in DMF (0.2 mL) was added to a mixture of 3-amino-N,N-diethyl-4-(isopentylamino)benzamide (0.0334 g, 0.120 mmol) and red mercury(II) oxide (0.0261 g, 0.121 mmol) in DMF (0.2 mL). The resulting suspension was stirred vigorously for 5.5 h, and an additional portion of red mercury(II) oxide (0.0130 g, 0.0600 mmol) was added. After stirring an additional 16 h, the reaction was diluted with 9:1 CH2Cl2:MeOH, loaded onto a small ...